This data is from the Open Reaction Database (ORD), a public repository of structured organic reaction records. The task is: describe an organic reaction: reactants, conditions, products, and yield Starting materials: C(=O)[C@H]1CN(C[C@@H]1C1=CC(=CC=C1)F)CC1(CCCCC1)C(=O)OCC1=CC=CC=C1 (1-{[(3R,4S)-3-Formyl-4-(3-fluorophenyl)pyrrolidin-1-yl]methyl}cyclohexanecarboxylic acid, benzyl ester), Cl.C(C)C1=NN2C(CCCC2)=C1C1CCNCC1 (4-(2-ethyl-4,5,6,7-tetrahydropyrazolo[1,5-a]pyridin-3-yl)-piperidine, hydrochloride salt). Product: C(C)C1=NN2C(CCCC2)=C1C1CCN(CC1)C[C@H]1CN(C[C@@H]1C1=CC(=CC=C1)F)CC1(CCCCC1)C(=O)OCC1=CC=CC=C1 (1-{[(3S,4S)-3-[{4-(2-Ethyl-4,5,6,7-tetrahydropyrazolo[1,5-a]pyridin-3-yl)piperidin-1-yl]methyl}-4-(3-fluorophenyl)pyrrolidin-1-yl]methyl}cyclohexanecarboxylic acid, benzyl ester). RXN SMILES: [CH:1]([C@@H:3]1[C@@H:7]([C:8]2[CH:13]=[CH:12][CH:11]=[C:10]([F:14])[CH:9]=2)[CH2:6][N:5]([CH2:15][C:16]2([C:22]([O:24][CH2:25][C:26]3[CH:31]=[CH:30][CH:29]=[CH:28][CH:27]=3)=[O:23])[CH2:21][CH2:20][CH2:19][CH2:18][CH2:17]2)[CH2:4]1)=O.Cl.[CH2:33]([C:35]1[C:43]([CH:44]2[CH2:49][CH2:48][NH:47][CH2:46][CH2:45]2)=[C:38]2[CH2:39][CH2:40][CH2:41][CH2:42][N:37]2[N:36]=1)[CH3:34]>>[CH2:33]([C:35]1[C:43]([CH:44]2[CH2:45][CH2:46][N:47]([CH2:1][C@@H:3]3[C@@H:7]([C:8]4[CH:13]=[CH:12][CH:11]=[C:10]([F:14])[CH:9]=4)[CH2:6][N:5]([CH2:15][C:16]4([C:22]([O:24][CH2:25][C:26]5[CH:31]=[CH:30][CH:29]=[CH:28][CH:27]=5)=[O:23])[CH2:17][CH2:18][CH2:19][CH2:20][CH2:21]4)[CH2:4]3)[CH2:48][CH2:49]2)=[C:38]2[CH2:39][CH2:40][CH2:41][CH2:42][N:37]2[N:36]=1)[CH3:34] |f:1.2|. Procedure details: The title compound was prepared from 1-{[(3R,4S)-3-formyl-4-(3-fluorophenyl)pyrrolidin-1-yl]methyl}cyclohexanecarboxylic acid, benzyl ester (from Step C) and 4-(2-ethyl-4,5,6,7-tetrahydropyrazolo[1,5-a]pyridin-3-yl)-piperidine, hydrochloride salt (Prepared as Piperidine 9 above) using a procedure analogous to that described in Example 1, Step D. 1H NMR (500 MHz, CDCl3) δ 1.22 (t, 3H, J=7.6 Hz), 1.23–1.50 (m, 6H), 1.50–1.70 (br m, 5H), 1.70–2.00 (m, 8H), 2.17 (br d, 2H, J=12.3 Hz), 2.20–2.40 (m, ... The reactants are trimethyl 4-methoxy-1-orthobenzoate, C1CNC(=O)N1 (ethyleneurea), NC1=C(C=C(C=C1O)C1=C(C(CO1)(C)C)C(C)(C)C)O (5-(4-amino-3,5-dihydroxyphenyl)-4-t-butyl-3,3-dimethyl-2,3-dihydrofuran), NC1=C(C=C(C=C1O)C1=C(C(CO1)(C)C)C(C)(C)C)O (5-(4-amino-3,5-dihydroxyphenyl)-4-t-butyl-3,3-dimethyl-2,3-dihydrofuran), [Cl-].[Na+] (sodium chloride). Reaction conditions: temperature 150 celsius. Product: C(C)(C)(C)C=1C(COC1C1=CC2=C(N=C(O2)C2=CC=C(C=C2)OC)C(=C1)O)(C)C (4-t-butyl-5-(4-hydroxy-2-(p-methoxyphenyl)benzo[d]-oxazol-6-yl)-3,3-dimethyl-2,3-dihydrofuran). Yield: 81.9%. Reaction SMILES: C1N[C:4](=[O:5])NC1.[NH2:7][C:8]1[C:13]([OH:14])=[CH:12][C:11]([C:15]2[O:19][CH2:18][C:17]([CH3:21])([CH3:20])[C:16]=2[C:22]([CH3:25])([CH3:24])[CH3:23])=[CH:10][C:9]=1[OH:26].[Cl-].[Na+]>>[C:22]([C:16]1[C:17]([CH3:20])([CH3:21])[CH2:18][O:19][C:15]=1[C:11]1[CH:10]=[C:9]([OH:26])[C:8]2[N:7]=[C:15]([C:11]3[CH:12]=[CH:13][C:8]([O:5][CH3:4])=[CH:9][CH:10]=3)[O:14][C:13]=2[CH:12]=1)([CH3:25])([CH3:24])[CH3:23] |f:2.3|. Reported procedure: In nitrogen atmosphere at a room temperature, to 310 mg (1.46 mmol) of trimethyl 4-methoxy-1-orthobenzoate was added 1 ml of ethyleneurea dissolving 133 mg (0.48 mmol) of 5-(4-amino-3,5-dihydrophenyl)-4-t-butyl-3,3-dimethyl-2,3-dihydrofuran (Compound [8]), and the mixture was heated for 1.0 hours at 150° C. The resulting mixture was poured in saturated aqueous solution of sodium chloride and extracted with ethyl acetate. The organic layer was washed with saturated aqueous solution of sodium chlo... Reactants: [H-].[Na+] (sodium hydride), C(#N)C1=CC=C(CO)C=C1 (4-cyanobenzyl alcohol), C(#N)C1=CC=C(CBr)C=C1 (4-cyanobenzyl bromide). Solvent: C1CCOC1 (THF). Conditions: temperature 0 celsius, time 5 minute. The product is C(OCC1=CC=C(C#N)C=C1)C1=CC=C(C#N)C=C1 (4,4′-(2-Oxa-propanediyl)-di-benzonitrile). Reaction SMILES: [C:1]([C:3]1[CH:10]=[CH:9][C:6]([CH2:7][OH:8])=[CH:5][CH:4]=1)#[N:2].[H-].[Na+].[C:13]([C:15]1[CH:22]=[CH:21][C:18]([CH2:19]Br)=[CH:17][CH:16]=1)#[N:14]>C1COCC1>[CH2:19]([C:18]1[CH:21]=[CH:22][C:15]([C:13]#[N:14])=[CH:16][CH:17]=1)[O:8][CH2:7][C:6]1[CH:9]=[CH:10][C:3]([C:1]#[N:2])=[CH:4][CH:5]=1 |f:1.2|. Procedure details: To a cooled (0° C.), stirred solution of 4-cyanobenzyl alcohol (637 mg, 4.8 mmol) in dry THF (15 mL) was added a dispersion of sodium hydride in mineral oil (60%; 192 mg, 4.8 mmol), portionwise over five minutes under an argon atmosphere. The resulting milky white solution was allowed to warm to room temperature and stirred for three hours (bubbling was observed). To the resulting light green mixture was added dry dimethylformamide (3 mL) to improve homogeneity. After stirring for an additional ... Starting materials: CCOC(=O)C (EtOAc), resultant solution, CC(C)C[AlH]CC(C)C (DIBAL), COC(=O)[C@@H]1CCCCOC=2C=CC(C[C@@H](C(N[C@H](C(N1)=O)C(C)C)=O)NS(=O)(=O)C)=CC2 ((7S,10S,13S)-10-Isopropyl-13-methanesulfonylamino-9,12-dioxo-2-oxa-8,11-diaza-bicyclo[13.2.2]nonadeca-1(18),15(19),16-triene-7-carboxylic acid methyl ester). The solvent is C(Cl)Cl (DCM). Run at temperature -78 celsius, time 2 hour. Yields the product C(=O)[C@@H]1CCCCOC=2C=CC(C[C@@H](C(N[C@H](C(N1)=O)C(C)C)=O)NS(=O)(=O)C)=CC2 (N-((7S,10S,13S)-7-Formyl-10-isopropyl-9,12-dioxo-2-oxa-8,11-diaza-bicyclo[13.2.2]nonadeca-1(18),15(19),16-trien-13-yl)-methanesulfonamide). Reaction SMILES: C[O:2][C:3]([C@H:5]1[NH:21][C:20](=[O:22])[C@H:19]([CH:23]([CH3:25])[CH3:24])[NH:18][C:17](=[O:26])[C@@H:16]([NH:27][S:28]([CH3:31])(=[O:30])=[O:29])[CH2:15][C:14]2=[CH:32][CH:33]=[C:11]([CH:12]=[CH:13]2)[O:10][CH2:9][CH2:8][CH2:7][CH2:6]1)=O.CC(C[AlH]CC(C)C)C.CCOC(C)=O>C(Cl)Cl>[CH:3]([C@H:5]1[NH:21][C:20](=[O:22])[C@H:19]([CH:23]([CH3:25])[CH3:24])[NH:18][C:17](=[O:26])[C@@H:16]([NH:27][S:28]([CH3:31])(=[O:30])=[O:29])[CH2:15][C:14]2=[CH:32][CH:33]=[C:11]([CH:12]=[CH:13]2)[O:10][CH2:9][CH2:8][CH2:7][CH2:6]1)=[O:2]. Reported procedure: Ester 55 (40 mg) was dissolved in DCM (6 mL) under an atmosphere of argon. The reaction was cooled to −78° C. To the resultant solution DIBAL (0.46 mL) was added dropwise. This was stirred for 2 h before being allowed to warm to rt overnight. The reaction mixture was partitioned between EtOAc and 1M hydrochloric acid. The aqueous phase was extracted again with EtOAc and the combined organic extracts were dried (MgSO4), filtered and concentrated in vacuo. Purification was achieved using flash chr... The reactants are CC1CNN=C(c2ccc(OC(F)(F)F)cc2)O1, CC#N, O=C=Nc1ccc(C(F)(F)F)cc1. Yields the product CC1CN(C(=O)Nc2ccc(C(F)(F)F)cc2)N=C(c2ccc(OC(F)(F)F)cc2)O1. Reaction SMILES: [CH3:1][CH:2]1[CH2:3][NH:4][N:5]=[C:6]([c:8]2[cH:9][cH:10][c:11]([O:14][C:15]([F:16])([F:17])[F:18])[cH:12][cH:13]2)[O:7]1.[CH3:32][C:33]#[N:34].[F:19][C:20]([c:21]1[cH:22][cH:23][c:24]([N:27]=[C:28]=[O:29])[cH:25][cH:26]1)([F:30])[F:31]>>[CH3:1][CH:2]1[CH2:3][N:4]([C:28]([NH:27][c:24]2[cH:23][cH:22][c:21]([C:20]([F:19])([F:30])[F:31])[cH:26][cH:25]2)=[O:29])[N:5]=[C:6]([c:8]2[cH:9][cH:10][c:11]([O:14][C:15]([F:16])([F:17])[F:18])[cH:12][cH:13]2)[O:7]1. Reactants: C(C)(C)(C)OC(=O)NC1=C(C=CC(=N1)NC1CN(CCC1)C(=O)OC(C)(C)C)C(C(F)(F)F)=O (tert-Butyl 3-({6-[(tert-butoxycarbonyl)amino]-5-(trifluoroacetyl)pyridin-2-yl}amino)piperidine-1-carboxylate), Cl (hydrochloric acid). Solvent: solution, O1CCOCC1 (dioxane), C(C)OCC (diethyl ether). Reaction conditions: time 20 hour. Yields the product Cl.NC1=NC(=CC=C1C(C(F)(F)F)=O)NC1CNCCC1 (1-[2-Amino-6-(piperidin-3-ylamino)pyridin-3-yl]-2,2,2-trifluoroethanone hydrochloride). RXN SMILES: C(OC([NH:8][C:9]1[N:14]=[C:13]([NH:15][CH:16]2[CH2:21][CH2:20][CH2:19][N:18](C(OC(C)(C)C)=O)[CH2:17]2)[CH:12]=[CH:11][C:10]=1[C:29](=[O:34])[C:30]([F:33])([F:32])[F:31])=O)(C)(C)C.[ClH:35]>O1CCOCC1.C(OCC)C>[ClH:35].[NH2:8][C:9]1[C:10]([C:29](=[O:34])[C:30]([F:32])([F:33])[F:31])=[CH:11][CH:12]=[C:13]([NH:15][CH:16]2[CH2:21][CH2:20][CH2:19][NH:18][CH2:17]2)[N:14]=1 |f:4.5|. Procedure details: 670 mg (1.37 mmol) of tert-butyl 3-({6-[(tert-butoxycarbonyl)amino]-5-(trifluoroacetyl)pyridin-2-yl}amino)piperidine-1-carboxylate (Example 39A) were dissolved in 25 ml of a solution of hydrochloric acid in dioxane (4 M), and the mixture was stirred at RT for 20 h. After the reaction had gone to completion, the reaction mixture was diluted with diethyl ether (100 ml) and the precipitate was filtered off and washed with diethyl ether (100 ml) and dried. This gave 286 mg (64% of theory) of the pro...